This data is from the Open Reaction Database (ORD), a public repository of structured organic reaction records. The task is: describe an organic reaction: reactants, conditions, products, and yield RXN SMILES: C([N:8]1[CH2:13][CH2:12][N:11]([CH2:14][CH2:15][O:16][C:17]2[CH:22]=[CH:21][C:20]([F:23])=[CH:19][CH:18]=2)[CH2:10][CH:9]1[C:24]([O:26][CH2:27][CH3:28])=[O:25])C1C=CC=CC=1.[H][H]>C(O)C.[Pd]>[F:23][C:20]1[CH:19]=[CH:18][C:17]([O:16][CH2:15][CH2:14][N:11]2[CH2:12][CH2:13][NH:8][CH:9]([C:24]([O:26][CH2:27][CH3:28])=[O:25])[CH2:10]2)=[CH:22][CH:21]=1. The solvent is C(C)O (ethanol). Yields the product FC1=CC=C(OCCN2CC(NCC2)C(=O)OCC)C=C1 (Ethyl 4-[2-(4-fluorophenoxy)ethyl]-2-piperazinecarboxylate). The reagents and catalysts are [Pd] (Pd-C). Procedure details: Ethyl 1-benzyl-4-[2-(4-fluorophenoxy)ethyl)-2-piperazinecarboxylate (977 mg) synthesized in accordance with Example 241 described later was dissolved in ethanol (15 ml), and 210 mg of 10% Pd-C was added. After replacing the atmosphere with hydrogen, the mixture was stirred. After completion of the reaction, the solution was evaporated, to give 752 mg (100%) of the title compound as a crude product. Starting materials: C(C1=CC=CC=C1)N1C(CN(CC1)CCOC1=CC=C(C=C1)F)C(=O)OCC (Ethyl 1-benzyl-4-[2-(4-fluorophenoxy)ethyl)-2-piperazinecarboxylate), [H][H] (hydrogen). Yield: 100.4%. Reactants: NC=1C(=C(C(=NC1N)C)C(=O)OCC)NCCCN(C)C (5,6-diamino-4-[[3-(dimethylamino)propyl]-amino]-2-methylpyridine-3-carboxylic acid, ethyl ester), O.C(=O)C=O (glyoxal-monohydrate). Run in C1(=CC=CC=C1)C (toluene). The product is CN(CCCNC1=C(C(=NC2=NC=CN=C21)C)C(=O)OCC)C (8-[[3-(Dimethylamino)propyl]amino]-6-methylpyrido[2,3-b]-pyrazine-7-carboxylic acid, ethyl ester). Reaction SMILES: [NH2:1][C:2]1[C:3]([NH:15][CH2:16][CH2:17][CH2:18][N:19]([CH3:21])[CH3:20])=[C:4]([C:10]([O:12][CH2:13][CH3:14])=[O:11])[C:5]([CH3:9])=[N:6][C:7]=1[NH2:8].O.[CH:23]([CH:25]=O)=O>C1(C)C=CC=CC=1>[CH3:20][N:19]([CH3:21])[CH2:18][CH2:17][CH2:16][NH:15][C:3]1[C:2]2[C:7](=[N:8][CH:23]=[CH:25][N:1]=2)[N:6]=[C:5]([CH3:9])[C:4]=1[C:10]([O:12][CH2:13][CH3:14])=[O:11] |f:1.2|. Procedure details: 3 g. of crude 5,6-diamino-4-[[3-(dimethylamino)propyl]-amino]-2-methylpyridine-3-carboxylic acid, ethyl ester and 1 g. of glyoxal-monohydrate are refluxed in 20 ml. of toluene for 4 hours. After evaporation of the solvent and addition of a small amount of charcoal, the residue is extracted with 50 ml. of boiling gasoline. On cooling 8-[[3-(dimethylamino)propyl]amino]-6-methylpyrido[2,3-b]pyrazine-7-carboxylic acid, ethyl ester precipitates, m.p. 42°-44° (gasoline). The product is CC1C(=O)N(C)CCN1C1=NC(=O)C(=Cc2ccc3c(cnn3Cc3ccc(C(F)(F)F)cc3C(F)(F)F)c2)S1. RXN SMILES: [CH3:35][N:36]1[C:37](=[O:43])[CH:38]([CH3:42])[NH:39][CH2:40][CH2:41]1.[F:1][C:2]([c:3]1[c:4]([CH2:5][n:6]2[n:7][cH:8][c:9]3[cH:10][c:11]([CH:15]=[C:16]4[C:17](=[O:24])[N:18]=[C:19]([S:21][CH2:22][CH3:23])[S:20]4)[cH:12][cH:13][c:14]23)[cH:25][cH:26][c:27]([C:29]([F:30])([F:31])[F:32])[cH:28]1)([F:33])[F:34]>>[F:1][C:2]([c:3]1[c:4]([CH2:5][n:6]2[n:7][cH:8][c:9]3[cH:10][c:11]([CH:15]=[C:16]4[C:17](=[O:24])[N:18]=[C:19]([N:39]5[CH:38]([CH3:42])[C:37](=[O:43])[N:36]([CH3:35])[CH2:41][CH2:40]5)[S:20]4)[cH:12][cH:13][c:14]23)[cH:25][cH:26][c:27]([C:29]([F:30])([F:31])[F:32])[cH:28]1)([F:33])[F:34]. Starting materials: CC1NCCN(C)C1=O, CCSC1=NC(=O)C(=Cc2ccc3c(cnn3Cc3ccc(C(F)(F)F)cc3C(F)(F)F)c2)S1. The reactants are C([O-])([O-])=O.[K+].[K+] (potassium carbonate), C1CCC2=NCCCN2CC1 (DBU), N,N′-carbonyldiimidazole, CC=1NC(=C(N1)CNC1CCN(CC1)C(=O)OC(C)(C)C)C (tert-Butyl 4-(((2,5-dimethyl-1H-imidazol-4-yl)methyl)amino)-1-piperidinecarboxylate). Run in ClCCl (dichloromethane). The product is CC1=NC(=C2N1C(N(C2)C2CCN(CC2)C(=O)OC(C)(C)C)=O)C (tert-butyl 4-(5,7-dimethyl-3-oxo-1H-imidazo[1,5-c]imidazol-2(3H)-yl)-1-piperidinecarboxylate). Yield: 97.0%. As a reaction SMILES: [CH3:1][C:2]1[NH:3][C:4]([CH3:22])=[C:5]([CH2:7][NH:8][CH:9]2[CH2:14][CH2:13][N:12]([C:15]([O:17][C:18]([CH3:21])([CH3:20])[CH3:19])=[O:16])[CH2:11][CH2:10]2)[N:6]=1.C1CCN2C(=NCCC2)CC1.[C:34](=O)([O-])[O-:35].[K+].[K+]>ClCCl>[CH3:1][C:2]1[N:6]2[C:34](=[O:35])[N:8]([CH:9]3[CH2:14][CH2:13][N:12]([C:15]([O:17][C:18]([CH3:19])([CH3:21])[CH3:20])=[O:16])[CH2:11][CH2:10]3)[CH2:7][C:5]2=[C:4]([CH3:22])[N:3]=1 |f:2.3.4|. Reported procedure: tert-Butyl 4-(((2,5-dimethyl-1H-imidazol-4-yl)methyl)amino)-1-piperidinecarboxylate (8.0 g) obtained in Example 88a) was dissolved in dichloromethane (100 ml), DBU (3.6 ml) and N,N′-carbonyldiimidazole (3.9 g) were added thereto. The reaction solution was mixed for 15 hours, and then the reaction solution was poured into an aqueous potassium carbonate solution and extracted with chloroform. The extract was dried over anhydrous magnesium sulfate, the solvent was distilled off under reduced pressu... The reactants are Nc1ccccc1Br, O=C([O-])c1cccc(Br)c1I, [Cu], [H-], [Na+], [Na+], C1CCOC1. The product is O=C(O)c1cccc(Br)c1Nc1ccccc1Br. As a reaction SMILES: [Br:15][c:16]1[c:17]([NH2:18])[cH:19][cH:20][cH:21][cH:22]1.[Br:1][c:2]1[c:3]([I:11])[c:4]([C:5](=[O:6])[O-:7])[cH:8][cH:9][cH:10]1.[Cu:28].[H-:13].[Na+:12].[Na+:14].[O:23]1[CH2:24][CH2:25][CH2:26][CH2:27]1>>[Br:1][c:2]1[c:3]([NH:18][c:17]2[c:16]([Br:15])[cH:22][cH:21][cH:20][cH:19]2)[c:4]([C:5](=[O:6])[OH:7])[cH:8][cH:9][cH:10]1. The reactants are BrC1=NC=C(C(=O)Cl)C=C1 (6-bromonicotinoyl chloride), C1(CC1)N (cyclopropylamine). Product: BrC1=NC=C(C(=O)NC2CC2)C=C1 (6-bromo-N-cyclopropylnicotinamide). Reaction SMILES: [Br:1][C:2]1[CH:10]=[CH:9][C:5]([C:6](Cl)=[O:7])=[CH:4][N:3]=1.[CH:11]1([NH2:14])[CH2:13][CH2:12]1>>[Br:1][C:2]1[CH:10]=[CH:9][C:5]([C:6]([NH:14][CH:11]2[CH2:13][CH2:12]2)=[O:7])=[CH:4][N:3]=1. Procedure: 6-bromo-N-cyclopropylnicotinamide was prepared from 6-bromonicotinoyl chloride and cyclopropylamine. Starting materials: CCOC(=O)C(CC)Cc1ccc(OC)c(CNC(=O)c2ccc(C(F)(F)F)cc2)c1, CCO, Cl, [Na+], [OH-]. Yields the product CCC(Cc1ccc(OC)c(CNC(=O)c2ccc(C(F)(F)F)cc2)c1)C(=O)O. As a reaction SMILES: [CH3:1][O:2][c:3]1[c:4]([CH2:18][NH:19][C:20]([c:21]2[cH:22][cH:23][c:24]([C:27]([F:28])([F:29])[F:30])[cH:25][cH:26]2)=[O:31])[cH:5][c:6]([CH2:7][CH:8]([C:9](=[O:10])[O:11][CH2:12][CH3:13])[CH2:14][CH3:15])[cH:16][cH:17]1.[CH3:35][CH2:36][OH:37].[ClH:34].[Na+:33].[OH-:32]>>[CH3:1][O:2][c:3]1[c:4]([CH2:18][NH:19][C:20]([c:21]2[cH:22][cH:23][c:24]([C:27]([F:28])([F:29])[F:30])[cH:25][cH:26]2)=[O:31])[cH:5][c:6]([CH2:7][CH:8]([C:9](=[O:10])[OH:11])[CH2:14][CH3:15])[cH:16][cH:17]1. The reactants are CCc1cc(C=O)ccc1OCc1ccccc1, CC(=O)OC(C)=O, Cc1ccccc1, O=CO, [NH4+], [NH4+], [Na+], O, O=P(O)(O)O, O=S(=O)([O-])OOS(=O)(=O)[O-], O=S([O-])O, Cc1ccc(S(=O)(=O)O)cc1. Product: CCc1cc(O)ccc1OCc1ccccc1. RXN SMILES: [CH2:1]([c:2]1[cH:3][cH:4][cH:5][cH:6][cH:7]1)[O:8][c:9]1[c:10]([CH2:17][CH3:18])[cH:11][c:12]([CH:13]=[O:14])[cH:15][cH:16]1.[CH3:34][C:35]([O:36][C:37](=[O:38])[CH3:39])=[O:40].[CH3:63][c:64]1[cH:65][cH:66][cH:67][cH:68][cH:69]1.[CH:31]([OH:32])=[O:33].[NH4+:29].[NH4+:30].[Na+:61].[OH2:62].[P:41](=[O:42])([OH:43])([OH:44])[OH:45].[S:19](=[O:20])([O:21][O:22][S:23]([O-:24])(=[O:25])=[O:26])([O-:27])=[O:28].[S:57](=[O:58])([OH:59])[O-:60].[c:46]1([CH3:47])[cH:48][cH:49][c:50]([S:51]([OH:52])(=[O:53])=[O:54])[cH:55][cH:56]1>>[CH2:1]([c:2]1[cH:3][cH:4][cH:5][cH:6][cH:7]1)[O:8][c:9]1[c:10]([CH2:17][CH3:18])[cH:11][c:12]([OH:20])[cH:15][cH:16]1.